From a dataset of the Open Reaction Database (ORD), a public repository of structured organic reaction records. describe an organic reaction: reactants, conditions, products, and yield Reactants: CO, ClCCl, Cl, Cc1cccc(CC(=O)N2CCc3cc(-c4cn(C5CN(C(=O)OC(C)(C)C)C5)c5ncnc(N)c45)ccc32)c1, C1COCCO1, CN(C)C=O. Yields the product Cc1cccc(CC(=O)N2CCc3cc(-c4cn(C5CNC5)c5ncnc(N)c45)ccc32)c1. Reaction SMILES: [CH3:53][OH:54].[Cl:55][CH2:56][Cl:57].[ClH:41].[NH2:1][c:2]1[c:3]2[c:4]([n:5][cH:6][n:7]1)[n:8]([CH:30]1[CH2:31][N:32]([C:34]([O:35][C:36]([CH3:37])([CH3:38])[CH3:39])=[O:40])[CH2:33]1)[cH:9][c:10]2-[c:11]1[cH:12][c:13]2[c:17]([cH:18][cH:19]1)[N:16]([C:20]([CH2:21][c:22]1[cH:23][c:24]([CH3:28])[cH:25][cH:26][cH:27]1)=[O:29])[CH2:15][CH2:14]2.[O:42]1[CH2:43][CH2:44][O:45][CH2:46][CH2:47]1.[O:48]=[CH:49][N:50]([CH3:51])[CH3:52]>>[NH2:1][c:2]1[c:3]2[c:4]([n:5][cH:6][n:7]1)[n:8]([CH:30]1[CH2:31][NH:32][CH2:33]1)[cH:9][c:10]2-[c:11]1[cH:12][c:13]2[c:17]([cH:18][cH:19]1)[N:16]([C:20]([CH2:21][c:22]1[cH:23][c:24]([CH3:28])[cH:25][cH:26][cH:27]1)=[O:29])[CH2:15][CH2:14]2. Reactants: Cc1nnnn1-c1ccc(C(=O)O)cc1, Cl, CN(C(=O)N(C)C1CNCC1c1ccc(F)cc1)c1cc(C(F)(F)F)cc(C(F)(F)F)c1. Product: Cc1nnnn1-c1ccc(C(=O)N2CC(c3ccc(F)cc3)C(N(C)C(=O)N(C)c3cc(C(F)(F)F)cc(C(F)(F)F)c3)C2)cc1. RXN SMILES: [CH3:34][c:35]1[n:36][n:37][n:38][n:39]1-[c:40]1[cH:41][cH:42][c:43]([C:44](=[O:45])[OH:46])[cH:47][cH:48]1.[ClH:1].[F:2][C:3]([c:4]1[cH:5][c:6]([N:14]([C:15](=[O:16])[N:17]([CH3:18])[CH:19]2[CH2:20][NH:21][CH2:22][CH:23]2[c:24]2[cH:25][cH:26][c:27]([F:30])[cH:28][cH:29]2)[CH3:31])[cH:7][c:8]([C:10]([F:11])([F:12])[F:13])[cH:9]1)([F:32])[F:33]>>[F:2][C:3]([c:4]1[cH:5][c:6]([N:14]([C:15](=[O:16])[N:17]([CH3:18])[CH:19]2[CH2:20][N:21]([C:44]([c:43]3[cH:42][cH:41][c:40](-[n:39]4[c:35]([CH3:34])[n:36][n:37][n:38]4)[cH:48][cH:47]3)=[O:45])[CH2:22][CH:23]2[c:24]2[cH:25][cH:26][c:27]([F:30])[cH:28][cH:29]2)[CH3:31])[cH:7][c:8]([C:10]([F:11])([F:12])[F:13])[cH:9]1)([F:32])[F:33]. Reactants: CC1=C(C2=C(C=C(O2)C(CN2CCOCC2)=O)C=C1OC(C)=O)C (acetic acid 6,7-dimethyl-2-(2-morpholin4-yl-acetyl)-benzofuran-5-yl ester), [BH4-].[Na+] (NaBH4), O (water). The solvent is CO (MeOH). Run at time 4 hour. The product is OC(CN1CCOCC1)C=1OC2=C(C1)C=C(C(=C2C)C)O (2-(1-hydroxy-2-morpholin-4-yl-ethyl)-6,7-dimethyl-benzofuran-5-ol). Yield: 68.2%. Reaction SMILES: [CH3:1][C:2]1[C:19]([O:20]C(=O)C)=[CH:18][C:5]2[CH:6]=[C:7]([C:9](=[O:17])[CH2:10][N:11]3[CH2:16][CH2:15][O:14][CH2:13][CH2:12]3)[O:8][C:4]=2[C:3]=1[CH3:24].[BH4-].[Na+].O>CO>[OH:17][CH:9]([C:7]1[O:8][C:4]2[C:3]([CH3:24])=[C:2]([CH3:1])[C:19]([OH:20])=[CH:18][C:5]=2[CH:6]=1)[CH2:10][N:11]1[CH2:12][CH2:13][O:14][CH2:15][CH2:16]1 |f:1.2|. Procedure details: A solution of acetic acid 6,7-dimethyl-2-(2-morpholin4-yl-acetyl)-benzofuran-5-yl ester (35 mg), prepared as in Example 17, in MeOH (10 mL) was stirred while NaBH4 (40 mg) was added, and the mixture was stirred at room temperature for an additional 4 h. The mixture was poured into water, and extracted with ethylacetate. The organic layer was dried over MgSO4 and evaporated. The residue was purified by silica gel column eluting with 5% MeOH in DCM to give 21 mg of 2-(1-hydroxy-2-morpholin-4-yl-et... Reactants: C(C1=CC=CC=C1)N=C=O (benzyl isocyanate), C[O-].[Na+] (sodium methylate), C(C=1C(N)=CC=CC1)(=O)OC (methyl anthranilate), C(=O)O (formic acid), solution. Solvent: CO (methanol), C=1(C(=CC=CC1)C)C (xylene), C=1(C(=CC=CC1)C)C (xylene). Run at temperature 110 celsius, time 2 hour. Product: C(C1=CC=CC=C1)N1C(NC2=CC=CC=C2C1=O)=O (3-(benzyl)-2,4(1H,3H)-quinazolinedione). The yield is 88.0%. As a reaction SMILES: [CH2:1]([N:8]=[C:9]=[O:10])[C:2]1[CH:7]=[CH:6][CH:5]=[CH:4][CH:3]=1.[C:11](OC)(=[O:19])[C:12]1[C:13](=[CH:15][CH:16]=[CH:17][CH:18]=1)[NH2:14].C[O-].[Na+].C(O)=O>C1(C)C(C)=CC=CC=1.CO>[CH2:1]([N:8]1[C:11](=[O:19])[C:12]2[C:13](=[CH:15][CH:16]=[CH:17][CH:18]=2)[NH:14][C:9]1=[O:10])[C:2]1[CH:7]=[CH:6][CH:5]=[CH:4][CH:3]=1 |f:2.3|. Reported procedure: A solution of benzyl isocyanate (13.3 g, 0.10 mol) in xylene (40 ml) is metered, at room temperature, into a solution of methyl anthranilate (15.1 g, 0.10 mol) in xylene (80 ml). After the addition has ended, the batch is stirred at 110° C. for 2 hours. 1.80 ml of a 30% solution of methanolic sodium methylate (0.010 ml) are metered in, and the mixture is stirred at 90° C. for a further 2 hours, during which process methanol is distilled off. 0.9 ml of 85% formic acid (0.020 mol) is subsequently ... Starting materials: CC1=NC2=CC=CC=C2C=C1NC(OC1=CC=CC=C1)=O (Phenyl N-(2-methylquinolin-3-yl)carbamate), C1(=CC=CC2=CC=CC=C12)N1CCNCC1 (1-(1-naphthyl)piperazine). Product: CC1=NC2=CC=CC=C2C=C1NC(=O)N1CCN(CC1)C1=CC=CC2=CC=CC=C12 (1-[(2-Methylquinolin-3-yl)aminocarbonyl]-4-(1-naphthyl)piperazine). Isolated yield 64.0%. RXN SMILES: [CH3:1][C:2]1[C:11]([NH:12][C:13](=[O:21])OC2C=CC=CC=2)=[CH:10][C:9]2[C:4](=[CH:5][CH:6]=[CH:7][CH:8]=2)[N:3]=1.[C:22]1([N:32]2[CH2:37][CH2:36][NH:35][CH2:34][CH2:33]2)[C:31]2[C:26](=[CH:27][CH:28]=[CH:29][CH:30]=2)[CH:25]=[CH:24][CH:23]=1>>[CH3:1][C:2]1[C:11]([NH:12][C:13]([N:35]2[CH2:34][CH2:33][N:32]([C:22]3[C:31]4[C:26](=[CH:27][CH:28]=[CH:29][CH:30]=4)[CH:25]=[CH:24][CH:23]=3)[CH2:37][CH2:36]2)=[O:21])=[CH:10][C:9]2[C:4](=[CH:5][CH:6]=[CH:7][CH:8]=2)[N:3]=1. Procedure details: Phenyl N-(2-methylquinolin-3-yl)carbamate and 1-(1-naphthyl)piperazine were reacted by the same way with the example 114 to obtain the titled compound. Starting materials: P(=O)([O-])([O-])OC[C@H]([C@@H]([C@@H]([C@H](C=O)O)O)O)O.[Ba+2] (barium D-galactose-6-phosphate), aqueous solution, [N+](=O)(O)[O-] (nitric acid), cis-[Pt(NH3)2 (H2O)2 ](NO3)2, [OH-].[Na+] (sodium hydroxide). Solvent: O (water). Reaction conditions: time 21 day. The product is P(=O)(O)(O)OC[C@H]([C@@H]([C@@H]([C@H](C=O)O)O)O)O (D-galactose-6-phosphate). Reaction SMILES: [OH-].[Na+].[P:3]([O:7][CH2:8][C@@H:9]([OH:18])[C@H:10]([OH:17])[C@H:11]([OH:16])[C@@H:12]([OH:15])[CH:13]=[O:14])([O-:6])([O-:5])=[O:4].[Ba+2].[N+]([O-])(O)=O>O>[P:3]([O:7][CH2:8][C@@H:9]([OH:18])[C@H:10]([OH:17])[C@H:11]([OH:16])[C@@H:12]([OH:15])[CH:13]=[O:14])([OH:5])([OH:6])=[O:4] |f:0.1,2.3|. Procedure: The pH of an 11.3-ml aqueous solution of 0.67M cis-[Pt(NH3)2 (H2O)2 ](NO3)2 was adjusted with sodium hydroxide to 4. Then, 3.0 grams of barium D-galactose-6-phosphate dissolved in 30 ml water were added. The pH of the resulting solution was adjusted to 5.0 with 2 M nitric acid. After stoppering the solution with a porous plug and stirring for 21 days, the above-identified complex which had formed during that time period was recovered as a water-insoluble blue precipitate by the method described ... Starting materials: C(C)(=O)C=1C(=CC(=C(C1)N1N=CC=CC1=O)CC)[N+](=O)[O-] (5-acetyl-2-ethyl-4-nitro-phenylpyridazin-3(2H)-one), NC1=C2C=CC=NC2=C(C=C1)F (5-amino-8-fluoroquinoline), C(C)O (ethanol). Conditions: time 5 hour. The product is C(C)(=O)C1=C(C(N(N=C1C1=CC=CC=C1)CC)=O)NC1=C2C=CC=NC2=C(C=C1)F (5-Acetyl-2-ethyl-4-[(8-fluoroquinolin-5-yl)amino]-6-phenylpyridazin-3(2H)-one). The yield is 66.7%. RXN SMILES: C(C1C([N+]([O-])=O)=CC(CC)=[C:8]([N:10]2[C:15](=[O:16])[CH:14]=[CH:13][CH:12]=[N:11]2)[CH:9]=1)(=O)C.[NH2:22][C:23]1[CH:32]=[CH:31][C:30]([F:33])=[C:29]2[C:24]=1[CH:25]=[CH:26][CH:27]=[N:28]2.[CH2:34]([OH:36])[CH3:35]>>[C:34]([C:13]1[C:12]([C:23]2[CH:32]=[CH:31][CH:30]=[CH:29][CH:24]=2)=[N:11][N:10]([CH2:8][CH3:9])[C:15](=[O:16])[C:14]=1[NH:22][C:23]1[CH:32]=[CH:31][C:30]([F:33])=[C:29]2[C:24]=1[CH:25]=[CH:26][CH:27]=[N:28]2)(=[O:36])[CH3:35]. Procedure: To a stirred solution of 150 mg (0.522 mmol) of 5-acetyl-2-ethyl-4-nitro-phenylpyridazin-3(2H)-one (Dal Piaz, V et al, J. Med. Chem. 1997, 40, 1417) in ethanol (8 mL), 5-amino-8-fluoroquinoline (127 mg, 0.783 mmol) (Lee, Jae Keun et al., Bull. Korean Chem. Soc., 1996, 17(1), 90) was added. The resulting mixture was stirred at room temperature for five hours. The solvent was evaporated and the residue purified by column chromatography (silica gel, hexane/ethyl acetate 3:1) to yield the title comp... Reactants: CC#N, Cc1cccc(CO)c1[N+](=O)[O-]. Product: Cc1cccc(C=O)c1[N+](=O)[O-]. RXN SMILES: [CH3:13][C:14]#[N:15].[CH3:1][c:2]1[c:3]([N+:10](=[O:11])[O-:12])[c:4]([CH2:5][OH:6])[cH:7][cH:8][cH:9]1>>[CH3:1][c:2]1[c:3]([N+:10](=[O:11])[O-:12])[c:4]([CH:5]=[O:6])[cH:7][cH:8][cH:9]1. The reactants are CC=1N(C(=CC1)C)C=1C=C(N(N1)C)C(C(F)(F)F)(C)O (2-[5-(2,5-dimethyl-pyrrol-1-yl)-2-methyl-2H-pyrazol-3-yl]-1,1,1-trifluoro-propan-2-ol), [H-].[Na+] (sodium hydride), CI (methyl iodide). Run in C1CCOC1 (THF). Run at time 10 minute. The product is CC=1N(C(=CC1)C)C1=NN(C(=C1)C(C(F)(F)F)(C)OC)C (3-(2,5-Dimethyl-pyrrol-1-yl)-1-methyl-5-(2,2,2-trifluoro-1-methoxy-1-methyl-ethyl)-1H-pyrazole). RXN SMILES: [CH3:1][C:2]1[N:3]([C:8]2[CH:9]=[C:10]([C:14]([OH:20])([CH3:19])[C:15]([F:18])([F:17])[F:16])[N:11]([CH3:13])[N:12]=2)[C:4]([CH3:7])=[CH:5][CH:6]=1.[H-].[Na+].[CH3:23]I>C1COCC1>[CH3:7][C:4]1[N:3]([C:8]2[CH:9]=[C:10]([C:14]([O:20][CH3:23])([CH3:19])[C:15]([F:18])([F:17])[F:16])[N:11]([CH3:13])[N:12]=2)[C:2]([CH3:1])=[CH:6][CH:5]=1 |f:1.2|. Reported procedure: To a solution of 2-[5-(2,5-dimethyl-pyrrol-1-yl)-2-methyl-2H-pyrazol-3-yl]-1,1,1-trifluoro-propan-2-ol (0.5 g, 1.7 mmol) in THF (10 mL) at 0° C., sodium hydride (0.21 g, 60%, 5.2 mmol) is added, and the mixture is stirred for 10 min followed by the addition of methyl iodide (0.22 mL, 3.5 mmol). The ice bath is removed and the reaction mixture is stirred at room temperature for 5 hour, poured into water, separated, and the water layer is extracted with DCM. The organic layers are combined and con...